Dataset: the Open Reaction Database (ORD), a public repository of structured organic reaction records. Task: describe an organic reaction: reactants, conditions, products, and yield Starting materials: COc1ccc(C(=O)CBr)cc1, CC(C)Oc1cccc(S)c1. The product is COc1ccc(C(=O)Cc2cccc(OC(C)C)c2)cc1. As a reaction SMILES: [Br:12][CH2:13][C:14](=[O:15])[c:16]1[cH:17][cH:18][c:19]([O:22][CH3:23])[cH:20][cH:21]1.[CH:1]([CH3:2])([CH3:3])[O:4][c:5]1[cH:6][c:7]([SH:11])[cH:8][cH:9][cH:10]1>>[CH:1]([CH3:2])([CH3:3])[O:4][c:5]1[cH:6][c:7]([CH2:13][C:14](=[O:15])[c:16]2[cH:17][cH:18][c:19]([O:22][CH3:23])[cH:20][cH:21]2)[cH:8][cH:9][cH:10]1.